The task is: describe an organic reaction: reactants, conditions, products, and yield. This data is from the Open Reaction Database (ORD), a public repository of structured organic reaction records. The reactants are [Si](C1=CC=CC=C1)(C1=CC=CC=C1)(C(C)(C)C)OC[C@H](CC)N1C([C@](C[C@@H]([C@H]1C1=CC=C(C=C1)Cl)C1=CC(=CC=C1)Cl)(C(=O)OC)C)=O ((3S,5R,6S)-methyl 1-((S)-1-(tert-butyldiphenylsilyloxy)butan-2-yl)-5-(3-chlorophenyl)-6-(4-chlorophenyl)-3-methyl-2-oxopiperidine-3-carboxylate), C(C)[BH-](CC)CC.[Li+] (lithium triethylborohydride). Run in C1CCOC1 (THF). Run at temperature 0 celsius, time 1 hour. Product: [Si](C1=CC=CC=C1)(C1=CC=CC=C1)(C(C)(C)C)OC[C@H](CC)N1C([C@@](C[C@@H]([C@H]1C1=CC=C(C=C1)Cl)C1=CC(=CC=C1)Cl)(C)CO)=O ((3R,5R,6S)-1-((S)-1-(tert-Butyldiphenylsilyloxy)butan-2-yl)-5-(3-chlorophenyl)-6-(4-chlorophenyl)-3-(hydroxymethyl)-3-methylpiperidin-2-one). As a reaction SMILES: [Si:1]([O:18][CH2:19][C@@H:20]([N:23]1[C@H:28]([C:29]2[CH:34]=[CH:33][C:32]([Cl:35])=[CH:31][CH:30]=2)[C@@H:27]([C:36]2[CH:41]=[CH:40][CH:39]=[C:38]([Cl:42])[CH:37]=2)[CH2:26][C@:25]([CH3:47])([C:43](OC)=[O:44])[C:24]1=[O:48])[CH2:21][CH3:22])([C:14]([CH3:17])([CH3:16])[CH3:15])([C:8]1[CH:13]=[CH:12][CH:11]=[CH:10][CH:9]=1)[C:2]1[CH:7]=[CH:6][CH:5]=[CH:4][CH:3]=1.C([BH-](CC)CC)C.[Li+]>C1COCC1>[Si:1]([O:18][CH2:19][C@@H:20]([N:23]1[C@H:28]([C:29]2[CH:30]=[CH:31][C:32]([Cl:35])=[CH:33][CH:34]=2)[C@@H:27]([C:36]2[CH:41]=[CH:40][CH:39]=[C:38]([Cl:42])[CH:37]=2)[CH2:26][C@@:25]([CH2:43][OH:44])([CH3:47])[C:24]1=[O:48])[CH2:21][CH3:22])([C:14]([CH3:16])([CH3:17])[CH3:15])([C:8]1[CH:13]=[CH:12][CH:11]=[CH:10][CH:9]=1)[C:2]1[CH:7]=[CH:6][CH:5]=[CH:4][CH:3]=1 |f:1.2|. Procedure details: To a stirred solution of (3S,5R,6S)-methyl 1-((S)-1-(tert-butyldiphenylsilyloxy)butan-2-yl)-5-(3-chlorophenyl)-6-(4-chlorophenyl)-3-methyl-2-oxopiperidine-3-carboxylate (450 mg, 0.640 mmol; Example 248, Step A) at 0° C. in THF (4 mL) under a nitrogen atmosphere was added dropwise lithium triethylborohydride (1.60 mL, 1.60 mmol, 1M solution in THF). The reaction was stirred at 0° C. for 1 hour and then it was quenched with methanol (0.2 mL) and treated with Oxone® (2 KHSO5.KHSO4.K2SO4, DuPont, Wi... Reactants: CC(C)(C)OC(=O)c1ccc(CBr)cc1, CCOC(C)=O, CCCCCC, CN(C)C1(c2ccccc2Cl)C(=O)Nc2ccc(Cl)cc21. The product is CN(C)C1(c2ccccc2Cl)C(=O)N(Cc2ccc(C(=O)OC(C)(C)C)cc2)c2ccc(Cl)cc21. Reaction SMILES: [Br:22][CH2:23][c:24]1[cH:25][cH:26][c:27]([C:28](=[O:29])[O:30][C:31]([CH3:32])([CH3:33])[CH3:34])[cH:35][cH:36]1.[CH3:37][CH2:38][O:39][C:40]([CH3:41])=[O:42].[CH3:43][CH2:44][CH2:45][CH2:46][CH2:47][CH3:48].[Cl:1][c:2]1[cH:3][c:4]2[c:8]([cH:9][cH:10]1)[NH:7][C:6](=[O:11])[C:5]2([N:12]([CH3:13])[CH3:14])[c:15]1[c:16]([Cl:21])[cH:17][cH:18][cH:19][cH:20]1>>[Cl:1][c:2]1[cH:3][c:4]2[c:8]([cH:9][cH:10]1)[N:7]([CH2:23][c:24]1[cH:25][cH:26][c:27]([C:28](=[O:29])[O:30][C:31]([CH3:32])([CH3:33])[CH3:34])[cH:35][cH:36]1)[C:6](=[O:11])[C:5]2([N:12]([CH3:13])[CH3:14])[c:15]1[c:16]([Cl:21])[cH:17][cH:18][cH:19][cH:20]1. Starting materials: NCC(=O)N(C1=CC=CC=C1)CC(=O)N1CC(SCC1)(C)C (2-amino-N-[2-(2,2-dimethylthiomorpholino)-2-oxoethyl]-N-phenylacetamide), CC=1C=C(C=CC1)N=C=O (3-methylphenyl isocyanate). Reported procedure: The procedure is analogous to that described in Example 81, but 0.7 g of 2-amino-N-[2-(2,2-dimethylthiomorpholino)-2-oxoethyl]-N-phenylacetamide and 0.28 g of 3-methylphenyl isocyanate are used as the starting material. After recrystallization from an ethyl acetate/acetonitrile mixture (80/20 by volume), 0.6 g of N-[2-(2,2-dimethylthiomorpholino)-2-oxoethyl]-2-[3-(3-methylphenyl)ureido]-N-phenylacetamide melting at 186° C. is obtained. Yield: 62.8%. Reaction SMILES: [NH2:1][CH2:2][C:3]([N:5]([CH2:12][C:13]([N:15]1[CH2:20][CH2:19][S:18][C:17]([CH3:22])([CH3:21])[CH2:16]1)=[O:14])[C:6]1[CH:11]=[CH:10][CH:9]=[CH:8][CH:7]=1)=[O:4].[CH3:23][C:24]1[CH:25]=[C:26]([N:30]=[C:31]=[O:32])[CH:27]=[CH:28][CH:29]=1>>[CH3:21][C:17]1([CH3:22])[CH2:16][N:15]([C:13](=[O:14])[CH2:12][N:5]([C:6]2[CH:11]=[CH:10][CH:9]=[CH:8][CH:7]=2)[C:3](=[O:4])[CH2:2][NH:1][C:31]([NH:30][C:26]2[CH:27]=[CH:28][CH:29]=[C:24]([CH3:23])[CH:25]=2)=[O:32])[CH2:20][CH2:19][S:18]1. The product is CC1(SCCN(C1)C(CN(C(CNC(=O)NC1=CC(=CC=C1)C)=O)C1=CC=CC=C1)=O)C (N-[2-(2,2-dimethylthiomorpholino)-2-oxoethyl]-2-[3-(3-methylphenyl)ureido]-N-phenylacetamide). Starting materials: Cl.NC(CC1=NC=C(C=C1)O)C (2-(2-aminopropyl)-5-pyridinol hydrochloride), C(C1=CC=CC=C1)(=O)Cl (benzoyl chloride), C([O-])(O)=O.[Na+] (sodium bicarbonate). Solvent: C(Cl)Cl (methylene chloride). Reaction conditions: time 1 hour. Yields the product C(C1=CC=CC=C1)(=O)C1=C(C(=NC=C1O)CC(C)N)C(C1=CC=CC=C1)=O (dibenzoyl-2-(2-aminopropyl)-5-pyridinol). As a reaction SMILES: Cl.[NH2:2][CH:3]([CH3:12])[CH2:4][C:5]1[CH:10]=[CH:9][C:8]([OH:11])=[CH:7][N:6]=1.[C:13](Cl)(=[O:20])[C:14]1[CH:19]=[CH:18][CH:17]=[CH:16][CH:15]=1.[C:22](=[O:25])(O)[O-].[Na+]>C(Cl)Cl>[C:13]([C:9]1[C:8]([OH:11])=[CH:7][N:6]=[C:5]([CH2:4][CH:3]([NH2:2])[CH3:12])[C:10]=1[C:22](=[O:25])[C:14]1[CH:19]=[CH:18][CH:17]=[CH:16][CH:15]=1)(=[O:20])[C:14]1[CH:19]=[CH:18][CH:17]=[CH:16][CH:15]=1 |f:0.1,3.4|. Reported procedure: The starting material is prepared as follows: The mixture of 0.5 g of 2-(2-aminopropyl)-5-pyridinol hydrochloride, 0.85 g of benzoyl chloride, 10 ml of methylene chloride and 10 ml of saturated aqueous sodium bicarbonate is stirred at room temperature for 1 hour. The organic phase is separated, dried evaporated and the residue recrystallized from diethyl ether to give the dibenzoyl-2-(2-aminopropyl)-5-pyridinol melting at 110°-112°. Starting materials: C(C1=CC=CC=C1)(=O)NC1=CC=C(C(=O)OC)C=C1 (methyl 4-benzamidobenzoate), C[Al](C)C (AlMe3), COC=1C=C(C=CC1)CCC=1C=C(N(N1)C(C)(C)C)N (5-[2-(3-Methoxyphenyl)ethyl]-2-tert-butyl-pyrazol-3-amine). The solvent is C(Cl)Cl (DCM), C1(=CC=CC=C1)C (toluene), C(=O)O (formic acid). Reaction conditions: temperature 82 celsius, time 8 hour. The product is C(C1=CC=CC=C1)(=O)NC1=CC=C(C(=O)NC=2NN=C(C2)CCC2=CC(=CC=C2)OC)C=C1 (4-Benzamido-N-[5-[2-(3-methoxyphenyl)ethyl]-2H-pyrazol-3-yl]benzamide). As a reaction SMILES: [CH3:1][O:2][C:3]1[CH:4]=[C:5]([CH2:9][CH2:10][C:11]2[CH:12]=[C:13]([NH2:20])[N:14](C(C)(C)C)[N:15]=2)[CH:6]=[CH:7][CH:8]=1.[C:21]([NH:29][C:30]1[CH:39]=[CH:38][C:33]([C:34](OC)=[O:35])=[CH:32][CH:31]=1)(=[O:28])[C:22]1[CH:27]=[CH:26][CH:25]=[CH:24][CH:23]=1.C[Al](C)C>C1(C)C=CC=CC=1.C(Cl)Cl.C(O)=O>[C:21]([NH:29][C:30]1[CH:31]=[CH:32][C:33]([C:34]([NH:20][C:13]2[NH:14][N:15]=[C:11]([CH2:10][CH2:9][C:5]3[CH:6]=[CH:7][CH:8]=[C:3]([O:2][CH3:1])[CH:4]=3)[CH:12]=2)=[O:35])=[CH:38][CH:39]=1)(=[O:28])[C:22]1[CH:23]=[CH:24][CH:25]=[CH:26][CH:27]=1. Procedure details: 5-[2-(3-Methoxyphenyl)ethyl]-2-tert-butyl-pyrazol-3-amine (0.2 g, 0.73 mmol) was dissolved in toluene (10 ml) and to this was added methyl 4-benzamidobenzoate (200 mg, 0.80 mmol) and AlMe3 (0.93 ml, 1.8 mmol). The reaction was stirred overnight. The reaction was diluted with DCM (15 ml) and quenched with damp sodium sulfite. The reaction mixture was stirred for 20 mins before being filtered and the solvent removed in vacuo to yield a yellow gum. This gum was dissolved in formic acid (12 ml) and ... The reactants are OC1=C(C(N(C(=N1)SC)CC)=O)C (6-hydroxy-3-ethyl-5-methyl-2-methylthio-4(3H)-pyrimidinone), FC(C1=CC=C(OC2=CC=C(CBr)C=C2)C=C1)(F)F (4-(4'-trifluoromethylphenoxy)benzyl bromide), O (water), [H-].[Na+] (sodium hydride). Solvent: CN(P(N(C)C)(N(C)C)=O)C (hexamethylphosphoric triamide). Reaction conditions: time 15 hour. Product: C(C)N1C(=NC(=C(C1=O)C)OCC1=CC=C(C=C1)OC1=CC=C(C=C1)C(F)(F)F)SC (3-ethyl-5-methyl-2-methylthio-6-[4'-(4"-trifluoromethylphenoxy)benzyloxy]-4(3H)-pyrimidinone). Isolated yield 93.4%. Reaction SMILES: [OH:1][C:2]1[N:7]=[C:6]([S:8][CH3:9])[N:5]([CH2:10][CH3:11])[C:4](=[O:12])[C:3]=1[CH3:13].[F:14][C:15]([F:32])([F:31])[C:16]1[CH:30]=[CH:29][C:19]([O:20][C:21]2[CH:28]=[CH:27][C:24]([CH2:25]Br)=[CH:23][CH:22]=2)=[CH:18][CH:17]=1.[H-].[Na+].O>CN(C)P(=O)(N(C)C)N(C)C>[CH2:10]([N:5]1[C:4](=[O:12])[C:3]([CH3:13])=[C:2]([O:1][CH2:25][C:24]2[CH:23]=[CH:22][C:21]([O:20][C:19]3[CH:29]=[CH:30][C:16]([C:15]([F:14])([F:31])[F:32])=[CH:17][CH:18]=3)=[CH:28][CH:27]=2)[N:7]=[C:6]1[S:8][CH3:9])[CH3:11] |f:2.3|. Procedure: In 10 ml of hexamethylphosphoric triamide were dissolved 1 g of 6-hydroxy-3-ethyl-5-methyl-2-methylthio-4(3H)-pyrimidinone and 1.66 g of 4-(4'-trifluoromethylphenoxy)benzyl bromide and thereto was added 0.3 g of sodium hydride (55% in mineral oil). The mixture was stirred for 15 hours at room temperature. The resulting solution was poured into 50 ml of water and then extracted twice with 30 ml of ethyl ether. The ethyl ether layer was washed with water, dried over anhydrous sodium sulfate and fr... The reactants are Cl.BrC1=CC=C(COC=2C=C3CCC(CC3=CC2)CCN(C)C)C=C1 ((+)-6-(4-bromobenzyl)oxy-2-[2-(N,N-dimethylamino)ethyl]tetralin hydrochloride), C1(=CC=CC=C1)C (toluene), C(C)O (ethanol), C([O-])([O-])=O.[Na+].[Na+] (sodium carbonate), 2.4-Dimethoxybenzeneboric acid. The reagents and catalysts are [Pd].C1(=CC=CC=C1)P(C1=CC=CC=C1)C1=CC=CC=C1.C1(=CC=CC=C1)P(C1=CC=CC=C1)C1=CC=CC=C1.C1(=CC=CC=C1)P(C1=CC=CC=C1)C1=CC=CC=C1.C1(=CC=CC=C1)P(C1=CC=CC=C1)C1=CC=CC=C1 (tetrakis(triphenylphosphine) palladium). Run in O (water). Run at time 10 minute. Yields the product Cl.COC1=C(C=CC(=C1)OC)C1=CC=C(C=C1)COC=1C=C2CCC(CC2=CC1)CCN(C)C ((+)-6-(2′,4′-Dimethoxybiphenyl-4-yl)methoxy-2-[2-(N,N-dimethylamino)ethyl]tetralin Hydrochloride). Reaction SMILES: [ClH:1].Br[C:3]1[CH:25]=[CH:24][C:6]([CH2:7][O:8][C:9]2[CH:10]=[C:11]3[C:16](=[CH:17][CH:18]=2)[CH2:15][CH:14]([CH2:19][CH2:20][N:21]([CH3:23])[CH3:22])[CH2:13][CH2:12]3)=[CH:5][CH:4]=1.[C:26]1(C)[CH:31]=[CH:30][CH:29]=[CH:28][CH:27]=1.[CH2:33]([OH:35])C.[C:36](=O)([O-])[O-:37].[Na+].[Na+]>O.[Pd].C1(P(C2C=CC=CC=2)C2C=CC=CC=2)C=CC=CC=1.C1(P(C2C=CC=CC=2)C2C=CC=CC=2)C=CC=CC=1.C1(P(C2C=CC=CC=2)C2C=CC=CC=2)C=CC=CC=1.C1(P(C2C=CC=CC=2)C2C=CC=CC=2)C=CC=CC=1>[ClH:1].[CH3:36][O:37][C:26]1[CH:31]=[C:30]([O:35][CH3:33])[CH:29]=[CH:28][C:27]=1[C:3]1[CH:25]=[CH:24][C:6]([CH2:7][O:8][C:9]2[CH:10]=[C:11]3[C:16](=[CH:17][CH:18]=2)[CH2:15][CH:14]([CH2:19][CH2:20][N:21]([CH3:23])[CH3:22])[CH2:13][CH2:12]3)=[CH:5][CH:4]=1 |f:0.1,4.5.6,8.9.10.11.12,13.14|. Procedure details: A mixture of (+)-6-(4-bromobenzyl)oxy-2-[2-(N,N-dimethylamino)ethyl]tetralin hydrochloride (1 g), toluene (20 ml), ethanol (2.5 ml), and 2 M aqueous sodium carbonate (2.5 ml) was stirred at room temperature for 10 min. 2.4-Dimethoxybenzeneboric acid (557 mg) and tetrakis(triphenylphosphine) palladium (82 mg) were added and the reaction mixture was heated under reflux for 14 hr under argon. After cooling, the reaction mixture was diluted with water and extracted with ethyl acetate. The organic la... Starting materials: ClC=1C=CC(=NC1)C=1C=C(C(=NC1)F)F (5-(5-chloropyridin-2-yl)-2,3-difluoropyridine), NN (hydrazine). Solvent: O (water), CC(C)O (IPA). Conditions: temperature 60 celsius, time 2 hour. Product: ClC=1C=CC(=NC1)C=1C=C(C(=NC1)NN)F (1-(5-(5-chloropyridin-2-yl)-3-fluoropyridin-2-yl)hydrazine). The yield is 80.0%. As a reaction SMILES: [Cl:1][C:2]1[CH:3]=[CH:4][C:5]([C:8]2[CH:9]=[C:10]([F:15])[C:11](F)=[N:12][CH:13]=2)=[N:6][CH:7]=1.[NH2:16][NH2:17]>CC(O)C.O>[Cl:1][C:2]1[CH:3]=[CH:4][C:5]([C:8]2[CH:9]=[C:10]([F:15])[C:11]([NH:16][NH2:17])=[N:12][CH:13]=2)=[N:6][CH:7]=1. Reported procedure: To a solution of 5-(5-chloropyridin-2-yl)-2,3-difluoropyridine (2.4 g, 11 mmol) in IPA (35 mL, 0.3 M) at room temperature was added hydrazine (4 mL, 127 mmol). The reaction mixture was stirred at 60° C. for 2 h, at which point the reaction was cooled to room temperature and concentrated in vacuo. The concentrated material was suspended in saturated NaHCO3 and filtered to obtain product as a white, fluffy solid. The material was re-suspended in water (30 mL), and filtered to obtain 1-(5-(5-chloro...